From a dataset of the Open Reaction Database (ORD), a public repository of structured organic reaction records. describe an organic reaction: reactants, conditions, products, and yield Starting materials: F[C@]1([C@@H](O[C@@]([C@H]1O)(CO)F)N1C(NC(C=C1)=O)=O)C (1-((2R,3R,4S,5S)-3,5-difluoro-4-hydroxy-5-(hydroxymethyl)-3-methyl-tetrahydrofuran-2-yl)pyrimidine-2,4(1H,3H)-dione), C1CC(=O)N(C1=O)Br (NBS). The solvent is CN(C)C=O (DMF). Conditions: temperature 80 celsius. The product is BrC=1C(NC(N(C1)[C@@H]1O[C@@]([C@H]([C@@]1(C)F)O)(CO)F)=O)=O (5-bromo-1-((2R,3R,4S,5S)-3,5-difluoro-4-hydroxy-5-hydroxymethyl-3-methyl-tetrahydro-furan-2-yl)-1H-pyrimidine-2,4-dione). Yield: 104.5%. Reaction SMILES: [F:1][C@:2]1([CH3:19])[C@H:6]([OH:7])[C@@:5]([F:10])([CH2:8][OH:9])[O:4][C@H:3]1[N:11]1[CH:16]=[CH:15][C:14](=[O:17])[NH:13][C:12]1=[O:18].C1C(=O)N([Br:27])C(=O)C1>CN(C=O)C>[Br:27][C:15]1[C:14](=[O:17])[NH:13][C:12](=[O:18])[N:11]([C@H:3]2[C@@:2]([F:1])([CH3:19])[C@H:6]([OH:7])[C@@:5]([F:10])([CH2:8][OH:9])[O:4]2)[CH:16]=1. Procedure: In a 2 mL microwave vial, chiral 1-((2R,3R,4S,5S)-3,5-difluoro-4-hydroxy-5-(hydroxymethyl)-3-methyl-tetrahydrofuran-2-yl)pyrimidine-2,4(1H,3H)-dione (70 mg, 0.252 mmol), and NBS (67.2 mg, 0.377 mmol), were dissolved in DMF (0.7 ml). The mixture was capped and heated under microwave irradiation at 80° C. for 10 min. LC/MS analysis indicated the starting material was completely consumed and the formation of the desired production as the only major product. The solvent was evaporated, and the resid... Reactants: N1CCCCC1 (Piperidine), BrC=1C=C(SC1)C=O (4-bromothiophene-2-carbaldehyde), C(CC(=O)O)(=O)O (malonic acid). Conditions: temperature 100 celsius, time 2 hour. The solvent is C(Cl)Cl (DCM), C(C)(C)OC(C)C (diisopropyl ether). Reported procedure: Piperidine (1.036 mL, 10.47 mmol) was added to a mixture of 4-bromothiophene-2-carbaldehyde (20 g, 105 mmol) and malonic acid (13.07 g, 126 mmol) at 80° C. under nitrogen atmosphere. The reaction mixture was stirred for 2 h at 100° C. The reaction mixture was cooled to room temperature and extracted with EA/water. The organic phase was washed with 2N NaOH. The aqueous phase was acidified and a precipitate was formed. The solid was stirred in a mixture of DCM and diisopropyl ether (1:1). The soli... Isolated yield 50.3%. Reaction SMILES: N1CCCCC1.[Br:7][C:8]1[CH:9]=[C:10]([CH:13]=O)[S:11][CH:12]=1.C(O)(=O)[CH2:16][C:17]([OH:19])=[O:18]>C(Cl)Cl.C(OC(C)C)(C)C>[Br:7][C:8]1[CH:9]=[C:10](/[CH:13]=[CH:16]/[C:17]([OH:19])=[O:18])[S:11][CH:12]=1. The product is BrC=1C=C(SC1)/C=C/C(=O)O ((E)-3-(4-Bromothiophen-2-yl)acrylic acid). The reactants are CC(C)(C)N, CN1CCOCC1, Nc1ncnn2cc(C(=O)O)c(-c3ccc(Nc4nc5cc(F)cc(F)c5[nH]4)cc3)c12, CN(C)C=O. Product: CC(C)(C)NC(=O)c1cn2ncnc(N)c2c1-c1ccc(Nc2nc3cc(F)cc(F)c3[nH]2)cc1. As a reaction SMILES: [CH3:32][C:33]([CH3:34])([CH3:35])[NH2:36].[CH3:37][N:38]1[CH2:39][CH2:40][O:41][CH2:42][CH2:43]1.[NH2:1][c:2]1[n:3][cH:4][n:5][n:6]2[c:7]1[c:8](-[c:14]1[cH:15][cH:16][c:17]([NH:20][c:21]3[n:22][c:23]4[c:24]([nH:25]3)[c:26]([F:31])[cH:27][c:28]([F:30])[cH:29]4)[cH:18][cH:19]1)[c:9]([C:11](=[O:12])[OH:13])[cH:10]2.[O:44]=[CH:45][N:46]([CH3:47])[CH3:48]>>[NH2:1][c:2]1[n:3][cH:4][n:5][n:6]2[c:7]1[c:8](-[c:14]1[cH:15][cH:16][c:17]([NH:20][c:21]3[n:22][c:23]4[c:24]([nH:25]3)[c:26]([F:31])[cH:27][c:28]([F:30])[cH:29]4)[cH:18][cH:19]1)[c:9]([C:11](=[O:12])[NH:36][C:33]([CH3:32])([CH3:34])[CH3:35])[cH:10]2. Reactants: S(N)(O)(=O)=O (sulphamic acid), C1(=CC=CC=2CCCCC12)N (5,6,7,8-tetrahydronaphthylamine). Run in CN1C(CCC1)=O (N-methylpyrrolidone), ClC1=C(C=CC=C1)Cl (1,2-dichlorobenzene). Conditions: temperature 150 celsius, time 7 hour. The product is NC1=CC=C(C=2CCCCC12)S(=O)(=O)O (4-Amino-5,6,7,8-tetrahydro-1-naphthalenesulphonic acid). The yield is 48.6%. RXN SMILES: [S:1](=[O:5])(=[O:4])([OH:3])N.[C:6]1([NH2:16])[C:15]2[CH2:14][CH2:13][CH2:12][CH2:11][C:10]=2[CH:9]=[CH:8][CH:7]=1>CN1CCCC1=O.ClC1C=CC=CC=1Cl>[NH2:16][C:6]1[C:15]2[CH2:14][CH2:13][CH2:12][CH2:11][C:10]=2[C:9]([S:1]([OH:3])(=[O:5])=[O:4])=[CH:8][CH:7]=1. Procedure details: A hot suspension of 20 g of sulphamic acid in 40 ml of N-methylpyrrolidone is added to a solution of 10 g of 5,6,7,8-tetrahydronaphthylamine in 100 ml of 1,2-dichlorobenzene. The mixture is heated with stirring for 7 hours at 150° C. The product is filtered off and washed with dichlorobenzene and then with toluene. The precipitate is resuspended in 70 ml of water and neutralized to pH 7 with 5.5 ml of 30% sodium hydroxide. The insoluble matter is filtered off and the aqueous phase is extracted w... Starting materials: CC(C)(C)OC(=O)NCCCC(=O)c1ccc(Br)c(F)c1, O=CO. The product is Fc1cc(C2=NCCC2)ccc1Br. Reaction SMILES: [Br:1][c:2]1[c:3]([F:21])[cH:4][c:5]([C:8]([CH2:9][CH2:10][CH2:11][NH:12][C:14](=[O:15])[O:16][C:17]([CH3:18])([CH3:19])[CH3:20])=[O:13])[cH:6][cH:7]1.[CH:22]([OH:23])=[O:24]>>[Br:1][c:2]1[c:3]([F:21])[cH:4][c:5]([C:8]2=[N:12][CH2:11][CH2:10][CH2:9]2)[cH:6][cH:7]1. Starting materials: CCOC(=O)N1CCc2c(sc(N)c2C#N)C1, COc1cccc(C(=O)Cl)c1. Product: CCOC(=O)N1CCc2c(sc(NC(=O)c3cccc(OC)c3)c2C#N)C1. Reaction SMILES: [CH2:1]([CH3:2])[O:3][C:4](=[O:5])[N:6]1[CH2:7][c:8]2[c:9]([c:12]([C:16]#[N:17])[c:13]([NH2:15])[s:14]2)[CH2:10][CH2:11]1.[CH3:18][O:19][c:20]1[cH:21][c:22]([C:23](=[O:24])[Cl:25])[cH:26][cH:27][cH:28]1>>[CH2:1]([CH3:2])[O:3][C:4](=[O:5])[N:6]1[CH2:7][c:8]2[c:9]([c:12]([C:16]#[N:17])[c:13]([NH:15][C:23]([c:22]3[cH:21][c:20]([O:19][CH3:18])[cH:28][cH:27][cH:26]3)=[O:24])[s:14]2)[CH2:10][CH2:11]1. Reactants: CB(O)O (Methyl boronic acid), C([O-])([O-])=O.[K+].[K+] (potassium carbonate), ClC=1N=CC=C2C1OC(=C(C2=O)C2=CC=C(C=C2)C2(CCC2)NC(OC(C)(C)C)=O)C2=CC=CC=C2 (tert-Butyl 1-(4-(8-chloro-4-oxo-2-phenyl-4H-pyrano[2,3-c]pyridin-3-yl)phenyl)cyclobutylcarbamate). Reagents/catalysts: N#N.C=1C=CC(=CC1)[P](C=2C=CC=CC2)(C=3C=CC=CC3)[Pd]([P](C=4C=CC=CC4)(C=5C=CC=CC5)C=6C=CC=CC6)([P](C=7C=CC=CC7)(C=8C=CC=CC8)C=9C=CC=CC9)[P](C=1C=CC=CC1)(C=1C=CC=CC1)C=1C=CC=CC1 (nitrogen tetrakis). The solvent is O1CCOCC1 (1,4-dioxane). Product: CC=1N=CC=C2C1OC(=C(C2=O)C2=CC=C(C=C2)C2(CCC2)NC(OC(C)(C)C)=O)C2=CC=CC=C2 (tert-butyl 1-(4-(8-methyl-4-oxo-2-phenyl-4H-pyrano[2,3-c]pyridin-3-yl)phenyl)cyclobutylcarbamate). Yield: 41.4%. Reaction SMILES: Cl[C:2]1[N:3]=[CH:4][CH:5]=[C:6]2[C:11](=[O:12])[C:10]([C:13]3[CH:18]=[CH:17][C:16]([C:19]4([NH:23][C:24](=[O:30])[O:25][C:26]([CH3:29])([CH3:28])[CH3:27])[CH2:22][CH2:21][CH2:20]4)=[CH:15][CH:14]=3)=[C:9]([C:31]3[CH:36]=[CH:35][CH:34]=[CH:33][CH:32]=3)[O:8][C:7]=12.[CH3:37]B(O)O.C(=O)([O-])[O-].[K+].[K+]>O1CCOCC1.N#N.C1C=CC([P]([Pd]([P](C2C=CC=CC=2)(C2C=CC=CC=2)C2C=CC=CC=2)([P](C2C=CC=CC=2)(C2C=CC=CC=2)C2C=CC=CC=2)[P](C2C=CC=CC=2)(C2C=CC=CC=2)C2C=CC=CC=2)(C2C=CC=CC=2)C2C=CC=CC=2)=CC=1>[CH3:37][C:2]1[N:3]=[CH:4][CH:5]=[C:6]2[C:11](=[O:12])[C:10]([C:13]3[CH:18]=[CH:17][C:16]([C:19]4([NH:23][C:24](=[O:30])[O:25][C:26]([CH3:29])([CH3:27])[CH3:28])[CH2:20][CH2:21][CH2:22]4)=[CH:15][CH:14]=3)=[C:9]([C:31]3[CH:36]=[CH:35][CH:34]=[CH:33][CH:32]=3)[O:8][C:7]=12 |f:2.3.4,6.7,^1:58,60,79,98|. Reported procedure: tert-Butyl 1-(4-(8-chloro-4-oxo-2-phenyl-4H-pyrano[2,3-c]pyridin-3-yl)phenyl)cyclobutylcarbamate (50.3 mg, 0.1 mmol) was dissolved in 1,4-dioxane (5 mL). Methyl boronic acid (8.98 mg, 0.15 mmol) and potassium carbonate (41.5 mg, 0.3 mmol) were added. The solution was degassed, flushing with nitrogen tetrakis (11.56 mg, 0.01 mmol) was added and the solution was refluxed for 24 h. The reaction mixture was filtered, washed with ethyl acetate and evaporated. The crude product was purified by column ... Reactants: BrC=CCC1=CC=CC=C1 (p-bromoallylbenzene), ClC1=CC(=CC=C1)C(=O)OO (m-chloroperbenzoic acid). Solvent: C(Cl)(Cl)Cl (chloroform). Conditions: time 7 day. The product is BrC=CCC1=CC2C(C=C1)O2 (p-bromoallylbenzene oxide). Yield: 87.1%. Reaction SMILES: [Br:1][CH:2]=[CH:3][CH2:4][C:5]1[CH:10]=[CH:9][CH:8]=[CH:7][CH:6]=1.ClC1C=CC=C(C(OO)=[O:19])C=1>C(Cl)(Cl)Cl>[Br:1][CH:2]=[CH:3][CH2:4][C:5]1[CH:10]=[CH:9][CH:8]2[O:19][CH:7]2[CH:6]=1. Procedure: The mixture of 5.1 g of p-bromoallylbenzene, 8.5 g of m-chloroperbenzoic acid and 200 ml of chloroform was allowed to stand at about 5° C for 7 days. The resulting mixture was washed with 10% sodium hydroxide solution, water, Mohr's salt solution, then water, and dried over anhydrous sodium sulfate. The solvent was evaporated to obtain 4.8 g (yield 85%) of p-bromoallylbenzene oxide. Starting materials: CC1(OC[C@H](O1)CN1N=C(C=C1)NC([C@H](CC(C)C)N1C(C=C(C1)OC1=C(C(=CC=C1)Br)F)=O)=O)C ((S)-2-[4-(3-bromo-2-fluoro-phenoxy)-2-oxo-2,5-dihydro-pyrrol-1-yl]-4-methyl-pentanoic acid [1-((R)-2,2-dimethyl-[1,3]dioxolan-4-yl-methyl)-1H-pyrazol-3-yl]-amide), C1(=CC=CC=C1)P(C1=C(C2=CC=CC=C2C=C1)C1=C(C=CC2=CC=CC=C12)P(C1=CC=CC=C1)C1=CC=CC=C1)C1=CC=CC=C1 (2,2′-bis(diphenylphosphino)-1,1′-binaphthyl), C([O-])([O-])=O.[Cs+].[Cs+] (cesium carbonate), CNC (dimethylamine), O1CCCC1 (tetrahydrofuran). Reagents/catalysts: C(C)(=O)[O-].[Pd+2].C(C)(=O)[O-] (palladium(II) acetate). Solvent: C(C)(=O)OCC (ethyl acetate), O1CCOCC1 (1,4-dioxane). Run at temperature 100 celsius. The product is C(C)OC([C@H](CC(C)C)N1C(C=C(C1)OC1=C(C(=CC=C1)N(C)C)F)=O)=O ((S)-2-[4-(3-dimethylamino-2-fluoro-phenoxy)-2-oxo-2,5-dihydro-pyrrol-1-yl]-4-methyl-pentanoic acid ethyl ester). Yield: 34.0%. As a reaction SMILES: CC1(C)O[C@H](CN2C=CC(N[C:14](=[O:35])[C@@H:15]([N:20]3[CH2:24][C:23]([O:25][C:26]4[CH:31]=[CH:30][CH:29]=[C:28](Br)[C:27]=4[F:33])=[CH:22][C:21]3=[O:34])[CH2:16][CH:17]([CH3:19])[CH3:18])=N2)CO1.C1(P(C2C=CC=CC=2)C2C=CC3C(=CC=CC=3)C=2C2C3C(=CC=CC=3)C=CC=2P(C2C=CC=CC=2)C2C=CC=CC=2)C=CC=CC=1.C(=O)([O-])[O-].[Cs+].[Cs+].[CH3:89][NH:90][CH3:91].[O:92]1CC[CH2:94][CH2:93]1>O1CCOCC1.C([O-])(=O)C.[Pd+2].C([O-])(=O)C.C(OCC)(=O)C>[CH2:93]([O:92][C:14](=[O:35])[C@@H:15]([N:20]1[CH2:24][C:23]([O:25][C:26]2[CH:31]=[CH:30][CH:29]=[C:28]([N:90]([CH3:91])[CH3:89])[C:27]=2[F:33])=[CH:22][C:21]1=[O:34])[CH2:16][CH:17]([CH3:18])[CH3:19])[CH3:94] |f:2.3.4,8.9.10|. Procedure details: To a mixture of (S)-2-[4-(3-bromo-2-fluoro-phenoxy)-2-oxo-2,5-dihydro-pyrrol-1-yl]-4-methyl-pentanoic acid ethyl ester (prepared as in Example 128, 0.850 g, 2.05 mmol), palladium(II) acetate (0.050 g, 0.22 mmol), 2,2′-bis(diphenylphosphino)-1,1′-binaphthyl (0.250 g, 0.40 mmol), and cesium carbonate (1.90 g, 5.83 mmol) in 1,4-dioxane (5 mL) was added a dimethylamine solution in tetrahydrofuran (2M, 3 mL, 6.00 mmol) and the resulting mixture was sealed in a tube and heated at 100° C. for 6 h. The ...